Dataset: the Open Reaction Database (ORD), a public repository of structured organic reaction records. Task: describe an organic reaction: reactants, conditions, products, and yield The reactants are CNC, CCO, O=c1[nH]ccc2cc(F)ccc12. Yields the product CN(C)c1ccc2c(=O)[nH]ccc2c1. As a reaction SMILES: [CH3:13][NH:14][CH3:15].[CH3:16][CH2:17][OH:18].[F:1][c:2]1[cH:3][c:4]2[cH:5][cH:6][nH:7][c:8](=[O:12])[c:9]2[cH:10][cH:11]1>>[c:2]1([N:14]([CH3:13])[CH3:15])[cH:3][c:4]2[cH:5][cH:6][nH:7][c:8](=[O:12])[c:9]2[cH:10][cH:11]1. The reactants are C1COCCO1, Clc1cc(Cl)ncn1, [Na+], [Na+], O=C([O-])[O-], CCOC(=O)CNC(=O)c1c(O)c2cc(B3OC(C)(C)C(C)(C)O3)ccc2n(C)c1=O, c1ccc(P(c2ccccc2)(c2ccccc2)[Pd](P(c2ccccc2)(c2ccccc2)c2ccccc2)(P(c2ccccc2)(c2ccccc2)c2ccccc2)P(c2ccccc2)(c2ccccc2)c2ccccc2)cc1. The product is CCOC(=O)CNC(=O)c1c(O)c2cc(-c3cc(Cl)ncn3)ccc2n(C)c1=O. RXN SMILES: [CH2:46]1[O:47][CH2:48][CH2:49][O:50][CH2:51]1.[Cl:32][c:33]1[n:34][cH:35][n:36][c:37]([Cl:39])[cH:38]1.[Na+:40].[Na+:41].[O-:42][C:43](=[O:44])[O-:45].[OH:1][c:2]1[c:3]([C:23](=[O:24])[NH:25][CH2:26][C:27](=[O:28])[O:29][CH2:30][CH3:31])[c:4](=[O:22])[n:5]([CH3:21])[c:6]2[cH:7][cH:8][c:9]([B:12]3[O:13][C:14]([CH3:15])([CH3:16])[C:17]([CH3:18])([CH3:19])[O:20]3)[cH:10][c:11]12.[cH:52]1[cH:53][cH:54][c:55]([P:56]([Pd:57]([P:58]([c:59]2[cH:60][cH:61][cH:62][cH:63][cH:64]2)([c:65]2[cH:66][cH:67][cH:68][cH:69][cH:70]2)[c:71]2[cH:72][cH:73][cH:74][cH:75][cH:76]2)([P:77]([c:78]2[cH:79][cH:80][cH:81][cH:82][cH:83]2)([c:84]2[cH:85][cH:86][cH:87][cH:88][cH:89]2)[c:90]2[cH:91][cH:92][cH:93][cH:94][cH:95]2)[P:96]([c:97]2[cH:98][cH:99][cH:100][cH:101][cH:102]2)([c:103]2[cH:104][cH:105][cH:106][cH:107][cH:108]2)[c:109]2[cH:110][cH:111][cH:112][cH:113][cH:114]2)([c:115]2[cH:116][cH:117][cH:118][cH:119][cH:120]2)[c:121]2[cH:122][cH:123][cH:124][cH:125][cH:126]2)[cH:127][cH:128]1>>[OH:1][c:2]1[c:3]([C:23](=[O:24])[NH:25][CH2:26][C:27](=[O:28])[O:29][CH2:30][CH3:31])[c:4](=[O:22])[n:5]([CH3:21])[c:6]2[cH:7][cH:8][c:9](-[c:37]3[n:36][cH:35][n:34][c:33]([Cl:32])[cH:38]3)[cH:10][c:11]12. The reactants are C(C)OC(=O)C=1C(=NC2=CC=C(C=C2C1CC1=C(C=CC=C1)Cl)Cl)C1CC1 (6-chloro-4-(2-chloro-benzyl)-2-cyclopropyl-quinoline-3-carboxylic acid ethyl ester), [OH-].[Na+] (NaOH). The solvent is C(C)O (ethanol). Product: ClC=1C=C2C(=C(C(=NC2=CC1)C1CC1)C(=O)O)CC1=C(C=CC=C1)Cl (6-Chloro-4-(2-chloro-benzyl)-2-cyclopropyl-quinoline-3-carboxylic acid). Reaction SMILES: C([O:3][C:4]([C:6]1[C:7]([CH:25]2[CH2:27][CH2:26]2)=[N:8][C:9]2[C:14]([C:15]=1[CH2:16][C:17]1[CH:22]=[CH:21][CH:20]=[CH:19][C:18]=1[Cl:23])=[CH:13][C:12]([Cl:24])=[CH:11][CH:10]=2)=[O:5])C.[OH-].[Na+]>C(O)C>[Cl:24][C:12]1[CH:13]=[C:14]2[C:9](=[CH:10][CH:11]=1)[N:8]=[C:7]([CH:25]1[CH2:27][CH2:26]1)[C:6]([C:4]([OH:5])=[O:3])=[C:15]2[CH2:16][C:17]1[CH:22]=[CH:21][CH:20]=[CH:19][C:18]=1[Cl:23] |f:1.2|. Reported procedure: The title compound was prepared in analogy to example 6 step B from a mixture of 6-chloro-4-(2-chloro-benzyl)-2-cyclopropyl-quinoline-3-carboxylic acid ethyl ester and 1N NaOH in ethanol. White solid. MS (ESI): 372.0 (M+H)+. The reactants are C(=O)([O-])[O-].[K+].[K+] (K2CO3), CC(C#N)(C[C@@]1(CCN(C(O1)=O)[C@@H](C)C1=CC=C(C=C1)B1OC(C(O1)(C)C)(C)C)C1=CC=CC=C1)C (2,2-dimethyl-3-((R)-2-oxo-6-phenyl-3-((S)-1-(4-(4,4,5,5-tetramethyl-1,3,2-dioxaborolan-2-yl)phenyl)ethyl)-1,3-oxazinan-6-yl)propanenitrile), BrC1=CC(N(C=C1)C)=O (4-bromo-1-methylpyridin-2(1H)-one), OO (H2O2). Yields the product CC(C(=O)N)(C[C@@]1(CCN(C(O1)=O)[C@@H](C)C1=CC=C(C=C1)C1=CC(N(C=C1)C)=O)C1=CC=CC=C1)C (2,2-dimethyl-3-((R)-3-((S)-1-(4-(1-methyl-2-oxo-1,2-dihydropyridin-4-yl)phenyl)ethyl)-2-oxo-6-phenyl-1,3-oxazinan-6-yl)propanamide). RXN SMILES: [CH3:1][C:2]([CH3:36])([CH2:5][C@@:6]1([C:30]2[CH:35]=[CH:34][CH:33]=[CH:32][CH:31]=2)[O:11][C:10](=[O:12])[N:9]([C@H:13]([C:15]2[CH:20]=[CH:19][C:18](B3OC(C)(C)C(C)(C)O3)=[CH:17][CH:16]=2)[CH3:14])[CH2:8][CH2:7]1)[C:3]#[N:4].Br[C:38]1[CH:43]=[CH:42][N:41]([CH3:44])[C:40](=[O:45])[CH:39]=1.OO.C([O-])([O-])=[O:49].[K+].[K+]>>[CH3:1][C:2]([CH3:36])([CH2:5][C@@:6]1([C:30]2[CH:35]=[CH:34][CH:33]=[CH:32][CH:31]=2)[O:11][C:10](=[O:12])[N:9]([C@H:13]([C:15]2[CH:20]=[CH:19][C:18]([C:38]3[CH:43]=[CH:42][N:41]([CH3:44])[C:40](=[O:45])[CH:39]=3)=[CH:17][CH:16]=2)[CH3:14])[CH2:8][CH2:7]1)[C:3]([NH2:4])=[O:49] |f:3.4.5|. Procedure details: The title compound was prepared from 2,2-dimethyl-3-((R)-2-oxo-6-phenyl-3-((S)-1-(4-(4,4,5,5-tetramethyl-1,3,2-dioxaborolan-2-yl)phenyl)ethyl)-1,3-oxazinan-6-yl)propanenitrile and 4-bromo-1-methylpyridin-2(1H)-one following a procedure analogous to that described in Example 6 Step 1, followed by treatment with H2O2, K2CO3. LC-MS Method 2 tR=1.133 min, m/z=488.1; 1H NMR (CDCl3) 1.12 (s, 3H), 1.19 (s, 3H), 1.49 (d, 3H), 2.09-2.28 (m, 3H), 2.32-2.58 (m, 2H), 2.89 (m, 1H), 3.59 (s, 3H), 5.61 (m, 1H)... Reactants: C(C)(C)(C)OC(=O)N1CC=2N(CC1)C(=NC2)C(F)(F)F (3-trifluoromethyl-5,6-dihydro-8H-imidazo[1,5-a]pyrazine-7-carboxylic acid tert-butyl ester), BrN1C(CCC1=O)=O (N-bromosuccinimide). Solvent: C(C)O (ethanol). Product: C(C)(C)(C)OC(=O)N1CC=2N(CC1)C(=NC2Br)C(F)(F)F (1-bromo-3-trifluoromethyl-5,6-dihydro-8H-imidazo[1,5-a]pyrazine-7-carboxylic acid tert-butyl ester). Yield: 57.1%. Reaction SMILES: [C:1]([O:5][C:6]([N:8]1[CH2:13][CH2:12][N:11]2[C:14]([C:17]([F:20])([F:19])[F:18])=[N:15][CH:16]=[C:10]2[CH2:9]1)=[O:7])([CH3:4])([CH3:3])[CH3:2].[Br:21]N1C(=O)CCC1=O>C(O)C>[C:1]([O:5][C:6]([N:8]1[CH2:13][CH2:12][N:11]2[C:14]([C:17]([F:20])([F:18])[F:19])=[N:15][C:16]([Br:21])=[C:10]2[CH2:9]1)=[O:7])([CH3:4])([CH3:2])[CH3:3]. Reported procedure: In a 100 mL dried flask, the compound obtained from the previous step, 3-trifluoromethyl-5,6-dihydro-8H-imidazo[1,5-a]pyrazine-7-carboxylic acid tert-butyl ester 27a (300 mg, 1.04 mmol) was dissolved in 50 mL of ethanol under stirring, and N-bromosuccinimide (369 mg, 2.08 mmol) was then added to the solution. The reaction mixture was stirred at room temperature for an hour until the reaction was complete. The reaction mixture was concentrated under reduced pressure. The resulting residue was pur...